describe an organic reaction: reactants, conditions, products, and yield From a dataset of the Open Reaction Database (ORD), a public repository of structured organic reaction records. Reactants: BrCC1=C(SC=C1)C(=O)OC (methyl 3-bromomethyl-2-thiophenecarboxylate), C1(=CC=CC=C1)P(C1=CC=CC=C1)C1=CC=CC=C1 (triphenylphosphine). The solvent is C1(=CC=CC=C1)C (toluene). Conditions: time 2 day. Product: [Br-].COC(=O)C=1SC=CC1C[P+](C1=CC=CC=C1)(C1=CC=CC=C1)C1=CC=CC=C1 (2-methoxycarbonylthiophen-3-ylmethyltriphenylphosphonium bromide). Yield: 70.4%. As a reaction SMILES: [Br:1][CH2:2][C:3]1[CH:7]=[CH:6][S:5][C:4]=1[C:8]([O:10][CH3:11])=[O:9].[C:12]1([P:18]([C:25]2[CH:30]=[CH:29][CH:28]=[CH:27][CH:26]=2)[C:19]2[CH:24]=[CH:23][CH:22]=[CH:21][CH:20]=2)[CH:17]=[CH:16][CH:15]=[CH:14][CH:13]=1>C1(C)C=CC=CC=1>[Br-:1].[CH3:11][O:10][C:8]([C:4]1[S:5][CH:6]=[CH:7][C:3]=1[CH2:2][P+:18]([C:19]1[CH:20]=[CH:21][CH:22]=[CH:23][CH:24]=1)([C:25]1[CH:30]=[CH:29][CH:28]=[CH:27][CH:26]=1)[C:12]1[CH:13]=[CH:14][CH:15]=[CH:16][CH:17]=1)=[O:9] |f:3.4|. Procedure details: To a solution of methyl 3-bromomethyl-2-thiophenecarboxylate (7.31 g, 31.1 mmol) in toluene (90 ml) was added triphenylphosphine (7.92 g, 30.2 mmol) under ice cooling. The temperature of the mixture was raised to room temperature, followed by stirring for 2 days. The precipitated crystals were collected by filtration and dried to give 2-methoxycarbonylthiophen-3-ylmethyltriphenylphosphonium bromide (10.57 g, 70.4%). This product was subjected to the reaction of Reference Example 13 without purif... Reaction conditions: time 3 day. The reactants are CI (methyl iodide), C(C)(=O)N1CCC2(CC1)OC1=C(C(C2)=O)C(=C(C=C1)[N+](=O)[O-])O (1'-acetyl-3,4-dihydro-5-hydroxy-6-nitro-spiro[2H-1-benzopyran-2,4'-piperidine]-4-one), C([O-])([O-])=O.[K+].[K+] (potassium carbonate), CI (methyl iodide). Reported procedure: A mixture of 1'-acetyl-3,4-dihydro-5-hydroxy-6-nitro-spiro[2H-1-benzopyran-2,4'-piperidine]-4-one (3.84 g, 12 mmol), potassium carbonate (1.66 g, 12 mmol) and methyl iodide (3.74 ml, 8.51 g, 60 mmol) in DMF (30 ml) was stirred in a sealed vessel at room temperature for 3 days, adding further portions of methyl iodide (1 ml) after 24 and 48 h. The solvent was evaporated under reduced pressure, water (60 ml) was added, the pH was adjusted to 6.5 with HCl-H2O (2M) and the mixture was extracted with... Product: C(C)(=O)N1CCC2(CC1)OC1=C(C(C2)=O)C(=C(C=C1)[N+](=O)[O-])OC (1'-acetyl-3,4-dihydro-5-methoxy-6-nitro-spiro[2H-1-benzopyran-2,4'-piperidine]-4-one). Isolated yield 101.7%. The solvent is CN(C)C=O (DMF). As a reaction SMILES: [C:1]([N:4]1[CH2:9][CH2:8][C:7]2([CH2:14][C:13](=[O:15])[C:12]3[C:16]([OH:23])=[C:17]([N+:20]([O-:22])=[O:21])[CH:18]=[CH:19][C:11]=3[O:10]2)[CH2:6][CH2:5]1)(=[O:3])[CH3:2].[C:24](=O)([O-])[O-].[K+].[K+].CI>CN(C=O)C>[C:1]([N:4]1[CH2:5][CH2:6][C:7]2([CH2:14][C:13](=[O:15])[C:12]3[C:16]([O:23][CH3:24])=[C:17]([N+:20]([O-:22])=[O:21])[CH:18]=[CH:19][C:11]=3[O:10]2)[CH2:8][CH2:9]1)(=[O:3])[CH3:2] |f:1.2.3|. Reactants: C1CCOC1, CCOc1cccc(-c2cc(OC)nc3ccc(C(O)(c4ccc(Cl)nc4)c4cncn4C)cc23)c1, Cl. Yields the product CCOc1cccc(-c2cc(=O)[nH]c3ccc(C(O)(c4ccc(Cl)nc4)c4cncn4C)cc23)c1. As a reaction SMILES: [CH2:38]1[O:39][CH2:40][CH2:41][CH2:42]1.[Cl:1][c:2]1[cH:3][cH:4][c:5]([C:8]([OH:9])([c:10]2[n:11]([CH3:15])[cH:12][n:13][cH:14]2)[c:16]2[cH:17][c:18]3[c:19](-[c:28]4[cH:29][c:30]([O:34][CH2:35][CH3:36])[cH:31][cH:32][cH:33]4)[cH:20][c:21]([O:26][CH3:27])[n:22][c:23]3[cH:24][cH:25]2)[cH:6][n:7]1.[ClH:37]>>[Cl:1][c:2]1[cH:3][cH:4][c:5]([C:8]([OH:9])([c:10]2[n:11]([CH3:15])[cH:12][n:13][cH:14]2)[c:16]2[cH:17][c:18]3[c:19](-[c:28]4[cH:29][c:30]([O:34][CH2:35][CH3:36])[cH:31][cH:32][cH:33]4)[cH:20][c:21](=[O:26])[nH:22][c:23]3[cH:24][cH:25]2)[cH:6][n:7]1. Starting materials: C(COCCO)O (Diethylene glycol), C(=C)OCC (ethyl vinyl ether), mercuric acetate Hg(CH3COO)2. Run at time 10 hour. The product is C(=C)OCCOCCO (diethylene glycol monovinyl ether). Isolated yield 37.5%. RXN SMILES: [CH2:1]([OH:7])[CH2:2][O:3][CH2:4][CH2:5][OH:6].[CH:8](OCC)=[CH2:9]>>[CH:8]([O:7][CH2:1][CH2:2][O:3][CH2:4][CH2:5][OH:6])=[CH2:9]. Procedure details: Diethylene glycol (85 g, 0.8 mol), ethyl vinyl ether (80 ml, 0.8 mol) and, as the catalyst, mercuric acetate Hg(CH3COO)2 are charged to a 3-neck flask of 250 ml, equipped with condenser and inlets for the reactants and an inert gas. The system is kept under refluxing conditions, at a temperature of 70°-80° C., for 10 hours. The product is recovered by extraction with methylene chloride and is separated from the corresponding divinyl ether by distillation. In that way, 40 g (0.3 mol) of diethylen... The reactants are CCOC(=O)C=Cc1ccc(Cl)c(Cl)c1, COCN(Cc1ccccc1)C[Si](C)(C)C, ClCCl, O=C(O)C(F)(F)F. Product: CCOC(=O)C1CN(Cc2ccccc2)CC1c1ccc(Cl)c(Cl)c1. RXN SMILES: [CH2:17]([CH3:18])[O:19][C:20]([CH:21]=[CH:22][c:23]1[cH:24][c:25]([Cl:30])[c:26]([Cl:29])[cH:27][cH:28]1)=[O:31].[CH3:1][O:2][CH2:3][N:4]([CH2:5][Si:6]([CH3:7])([CH3:8])[CH3:9])[CH2:10][c:11]1[cH:12][cH:13][cH:14][cH:15][cH:16]1.[Cl:39][CH2:40][Cl:41].[OH:32][C:33]([C:34]([F:35])([F:36])[F:37])=[O:38]>>[CH2:3]1[N:4]([CH2:10][c:11]2[cH:12][cH:13][cH:14][cH:15][cH:16]2)[CH2:5][CH:21]([C:20]([O:19][CH2:17][CH3:18])=[O:31])[CH:22]1[c:23]1[cH:24][c:25]([Cl:30])[c:26]([Cl:29])[cH:27][cH:28]1.